Dataset: the Open Reaction Database (ORD), a public repository of structured organic reaction records. Task: describe an organic reaction: reactants, conditions, products, and yield Reactants: O=C1N(C2=CN=CC=C2C=C1)CCCC1(CCN(CC1)C(=O)OC(C)(C)C)C(=O)OCC (1-tert-butyl 4-ethyl 4-(3-(2-oxo-1,7-naphthyridin-1(2H)-yl)propyl)piperidine-1,4-dicarboxylate), Cl.C(C)(=O)OCC (hydrogen chloride ethyl acetate), Cl.C(C)(=O)OCC (hydrogen chloride ethyl acetate). The solvent is C(C)O (ethanol). Run at time 1 hour. The product is Cl.O=C1N(C2=CN=CC=C2C=C1)CCCC1(CCNCC1)C(=O)OCC (ethyl 4-(3-(2-oxo-1,7-naphthyridin-1(2H)-yl)propyl)piperidine-4-carboxylate hydrochloride). RXN SMILES: [O:1]=[C:2]1[CH:11]=[CH:10][C:9]2[C:4](=[CH:5][N:6]=[CH:7][CH:8]=2)[N:3]1[CH2:12][CH2:13][CH2:14][C:15]1([C:28]([O:30][CH2:31][CH3:32])=[O:29])[CH2:20][CH2:19][N:18](C(OC(C)(C)C)=O)[CH2:17][CH2:16]1.[ClH:33].C(OCC)(=O)C>C(O)C>[ClH:33].[O:1]=[C:2]1[CH:11]=[CH:10][C:9]2[C:4](=[CH:5][N:6]=[CH:7][CH:8]=2)[N:3]1[CH2:12][CH2:13][CH2:14][C:15]1([C:28]([O:30][CH2:31][CH3:32])=[O:29])[CH2:20][CH2:19][NH:18][CH2:17][CH2:16]1 |f:1.2,4.5|. Reported procedure: To a solution of 0.50 g of 1-tert-butyl 4-ethyl 4-(3-(2-oxo-1,7-naphthyridin-1(2H)-yl)propyl)piperidine-1,4-dicarboxylate in 3 mL of ethanol, 3.0 mL of a 4.0 mol/L hydrogen chloride/ethyl acetate solution was added, and the mixture was stirred at room temperature for 1 hour. Thereto was added 2.0 mL of a 4.0 mol/L hydrogen chloride/ethyl acetate solution, and the mixture was stirred at room temperature for 1 hour. The solid was filtered off to obtain 0.29 g of ethyl 4-(3-(2-oxo-1,7-naphthyridin-...